Dataset: the Open Reaction Database (ORD), a public repository of structured organic reaction records. Task: describe an organic reaction: reactants, conditions, products, and yield The reactants are Br, [BH3-]C#N, COc1cc2c(cc1OCc1ccccc1)C(C1(c3ccsc3C)CCC1)NCC2, C=O, CC(C)O, CO, [Na+]. The product is COc1cc2c(cc1OCc1ccccc1)C(C1(c3ccsc3C)CCC1)N(C)CC2. As a reaction SMILES: [BrH:37].[C:33]([BH3-:34])#[N:35].[CH2:1]([c:2]1[cH:3][cH:4][cH:5][cH:6][cH:7]1)[O:8][c:9]1[c:10]([O:29][CH3:30])[cH:11][c:12]2[c:17]([cH:18]1)[CH:16]([C:19]1([c:23]3[c:24]([CH3:28])[s:25][cH:26][cH:27]3)[CH2:20][CH2:21][CH2:22]1)[NH:15][CH2:14][CH2:13]2.[CH2:31]=[O:32].[CH3:38][CH:39]([OH:40])[CH3:41].[CH3:42][OH:43].[Na+:36]>>[CH2:1]([c:2]1[cH:3][cH:4][cH:5][cH:6][cH:7]1)[O:8][c:9]1[c:10]([O:29][CH3:30])[cH:11][c:12]2[c:17]([cH:18]1)[CH:16]([C:19]1([c:23]3[c:24]([CH3:28])[s:25][cH:26][cH:27]3)[CH2:20][CH2:21][CH2:22]1)[N:15]([CH3:33])[CH2:14][CH2:13]2. Starting materials: CCN=C=NCCCN(C)C, COc1cc2nccc(Oc3ccc(N)cc3)c2cc1OC, CN(C)C=O, Cl, O=C(O)c1ccco1. Product: COc1cc2nccc(Oc3ccc(NC(=O)c4ccco4)cc3)c2cc1OC. Reaction SMILES: [CH2:32]([N:33]=[C:34]=[N:35][CH2:36][CH2:37][CH2:38][N:39]([CH3:40])[CH3:41])[CH3:42].[CH3:1][O:2][c:3]1[cH:4][c:5]2[c:6]([O:15][c:16]3[cH:17][cH:18][c:19]([NH2:22])[cH:20][cH:21]3)[cH:7][cH:8][n:9][c:10]2[cH:11][c:12]1[O:13][CH3:14].[CH3:43][N:44]([CH3:45])[CH:46]=[O:47].[ClH:31].[o:23]1[c:24]([C:28](=[O:29])[OH:30])[cH:25][cH:26][cH:27]1>>[CH3:1][O:2][c:3]1[cH:4][c:5]2[c:6]([O:15][c:16]3[cH:17][cH:18][c:19]([NH:22][C:28]([c:24]4[o:23][cH:27][cH:26][cH:25]4)=[O:29])[cH:20][cH:21]3)[cH:7][cH:8][n:9][c:10]2[cH:11][c:12]1[O:13][CH3:14]. Reactants: S(=O)(=O)(C1=CC=C(C)C=C1)N1[C@](C(=O)O)(CCC1)O (N-tosylhydroxy-L-proline), Cl (hydrochloric acid), CC(=NNC(=O)C1=CC(=NC(=C1)Cl)Cl)C (p 1059), B#B (diborane). Run in O1CCCC1 (tetrahydrofuran), C(Cl)(Cl)Cl (chloroform), C1CCOC1 (THF), O1CCCC1 (tetrahydrofuran), O (water). Yield: 91.6%. Reaction SMILES: [S:1]([N:11]1[CH2:18][CH2:17][CH2:16][C@@:12]1([OH:19])[C:13](O)=[O:14])([C:4]1[CH:10]=[CH:9][C:7]([CH3:8])=[CH:6][CH:5]=1)(=[O:3])=[O:2].CC(C)=NNC(C1C=C(Cl)N=C(Cl)C=1)=O.B#B.Cl>C1COCC1.C(Cl)(Cl)Cl.O>[S:1]([N:11]1[CH2:18][CH2:17][CH2:16][C@@:12]1([OH:19])[CH2:13][OH:14])([C:4]1[CH:5]=[CH:6][C:7]([CH3:8])=[CH:9][CH:10]=1)(=[O:2])=[O:3]. Procedure details: A solution of 182.6 g (0.642 mole) N-tosylhydroxy-L-proline, made according to the procedure of P. S. Portoghese and A. A. Mikhail as reported in J. Org. Chem., 31, p 1059, 1966, in 800 ml dry THF was added over a 3 hour period to 1300 ml of 0.5 m diborane in tetrahydrofuran with stirring at 0°C. The reaction mixture solidified into a white opaque gel. This was broken up by hand, 800 ml of tetrahydrofuran was added, and the mixture was refluxed 2.5 hours with mechanical stirring. During this tim... Reaction conditions: temperature 0 celsius, time 18 hour. The product is S(=O)(=O)(C1=CC=C(C)C=C1)N1[C@](CO)(CCC1)O (N-tosylhydroxy-L-prolinol). Reactants: C(C=C)N([C@H]([C@@H](C(=O)OC(C)(C)C)O)C1=CC=CC=C1)[C@H](C1=CC=CC=C1)C ((2S,3S,αS)-t-Butyl 3-(N-allyl-α-methylbenzylamino)-2-hydroxy-3-phenylpropionate). As a reaction SMILES: [CH2:1]([N:4]([C@@H:21]([CH3:28])[C:22]1[CH:27]=[CH:26][CH:25]=[CH:24][CH:23]=1)[C@@H:5]([C:15]1[CH:20]=[CH:19][CH:18]=[CH:17][CH:16]=1)[C@H:6]([OH:14])[C:7]([O:9][C:10]([CH3:13])([CH3:12])[CH3:11])=[O:8])[CH:2]=[CH2:3]>C1(C)C=CC=CC=1.[Rh]Cl.C1(P(C2C=CC=CC=2)C2C=CC=CC=2)C=CC=CC=1.C1(P(C2C=CC=CC=2)C2C=CC=CC=2)C=CC=CC=1.C1(P(C2C=CC=CC=2)C2C=CC=CC=2)C=CC=CC=1>[C:10]([O:9][C:7]([C@H:6]1[O:14][C@@H:1]([CH2:2][CH3:3])[N:4]([C@@H:21]([CH3:28])[C:22]2[CH:23]=[CH:24][CH:25]=[CH:26][CH:27]=2)[C@H:5]1[C:15]1[CH:16]=[CH:17][CH:18]=[CH:19][CH:20]=1)=[O:8])([CH3:13])([CH3:12])[CH3:11] |f:2.3.4.5|. Yields the product C(C)(C)(C)OC(=O)[C@@H]1[C@@H](N([C@@H](O1)CC)[C@H](C1=CC=CC=C1)C)C1=CC=CC=C1 ((2S,4S,5S,αS)-2-Ethyl-3-(α-methylbenzyl)-4-phenyl-1,3-oxazolidine-5-carboxylic acid t-butyl ester). Isolated yield 82.6%. Reagents/catalysts: [Rh]Cl.C1(=CC=CC=C1)P(C1=CC=CC=C1)C1=CC=CC=C1.C1(=CC=CC=C1)P(C1=CC=CC=C1)C1=CC=CC=C1.C1(=CC=CC=C1)P(C1=CC=CC=C1)C1=CC=CC=C1 (tris(triphenylphosphine) rhodium(I) chloride). The solvent is C1(=CC=CC=C1)C (toluene), C1(=CC=CC=C1)C (toluene). Procedure details: To a solution of compound (27) from Example 12 (1.039 g, 2.73 mmol) in anhydrous toluene (25 ml) was added tris(triphenylphosphine) rhodium(I) chloride (126 mg, 5 mol %). This solution was refluxed for 4 hours whereafter the toluene was removed under reduced pressure. The residue was treated with diethyl ether, precipitating the catalyst, and the solution was passed through alumina grade 5. After removal of the solvent under reduced pressure, the resulting oil was purified by flash chromatograph... Starting materials: [NH4+].[Cl-] (NH4Cl), BrC=1C(=NC=C(N1)Br)N (3,5-dibromo-pyrazin-2-ylamine), COCCOC (DME), COC1=CC=C(CN)C=C1 (4-methoxybenzylamine), C(C)(C)(C)C=1C(=C(N(N1)C)C(=O)Cl)Cl (5-tert-butyl-4-chloro-2-methyl-2H-pyrazole-3-carbonyl chloride). Solvent: CCOC(=O)C (EtOAc), O (water), CCOC(=O)C (EtOAc). Conditions: time 30 minute. Yields the product BrC=1N=C(C(=NC1)NC(=O)C=1N(N=C(C1Cl)C(C)(C)C)C)NCC1=CC=C(C=C1)OC (5-tert-butyl-4-chloro-2-methyl-2H-pyrazole-3-carboxylic acid [5-bromo-3-(4-methoxy-benzylamino)-pyrazin-2-yl]-amide). Reaction SMILES: Br[C:2]1[C:3]([NH2:9])=[N:4][CH:5]=[C:6]([Br:8])[N:7]=1.COCCOC.[C:16]([C:20]1[C:21]([Cl:29])=[C:22]([C:26](Cl)=[O:27])[N:23]([CH3:25])[N:24]=1)([CH3:19])([CH3:18])[CH3:17].[NH4+].[Cl-].[CH3:32][O:33][C:34]1[CH:41]=[CH:40][C:37]([CH2:38][NH2:39])=[CH:36][CH:35]=1>CCOC(C)=O.O>[Br:8][C:6]1[N:7]=[C:2]([NH:39][CH2:38][C:37]2[CH:40]=[CH:41][C:34]([O:33][CH3:32])=[CH:35][CH:36]=2)[C:3]([NH:9][C:26]([C:22]2[N:23]([CH3:25])[N:24]=[C:20]([C:16]([CH3:19])([CH3:18])[CH3:17])[C:21]=2[Cl:29])=[O:27])=[N:4][CH:5]=1 |f:3.4|. Reported procedure: To a solution of 3,5-dibromo-pyrazin-2-ylamine (252 mg, 1.00 mmol) in DME (10 mL) 60% NaH (120 mg, 3.00 mmol) was added portion wise. The resulting mixture was stirred at room temperature for 30 min and then treated with 5-tert-butyl-4-chloro-2-methyl-2H-pyrazole-3-carbonyl chloride (234 mg, 1.00 mmol, prepared as described in Example 1, STEP C). The resulting mixture was stirred at room temperature for 2 h and treated with saturated NH4Cl (20 mL) followed by EtOAc (20 mL). The organic layer was... The reactants are CC1(OCC2=C(O1)C(=CC=C2)CC=2N=CNC2)C (4-[(2,2-dimethyl-4H-1,3-benzodioxin-8-yl)methyl]-1H-imidazole), C (Norit), aqueous solution, Cl (hydrochloric acid). Run in O (water). Reaction conditions: temperature 120 celsius. The product is N1C=NC(=C1)CC=1C(=C(C=CC1)CO)O (3-[(1H-imidazol-4-yl)methyl]-2-hydroxybenzenemethanol). Isolated yield 804.1%. Reaction SMILES: CC1(C)[O:7][C:6]2[C:8]([CH2:12][C:13]3[N:14]=[CH:15][NH:16][CH:17]=3)=[CH:9][CH:10]=[CH:11][C:5]=2[CH2:4][O:3]1.Cl.C>O>[NH:16]1[CH:17]=[C:13]([CH2:12][C:8]2[C:6]([OH:7])=[C:5]([CH2:4][OH:3])[CH:11]=[CH:10][CH:9]=2)[N:14]=[CH:15]1. Procedure details: 82.83 g (0.0339 mole) of 4-[(2,2-dimethyl-4H-1,3-benzodioxin-8-yl)methyl]-1H-imidazole (prepared in Example 5.2.) are suspended in 1645 ml of water (pH 7.9) and dissolved by the addition, over the course of 80 minutes, of 349 ml of a 1N aqueous solution of hydrochloric acid. When this addition is complete, the pH of the solution is 2.5. The reaction mixture is subsequently heated for 1 hour on an oil bath at 120° C. The solution is then cooled, treated with 5 g of Norit and filtered on Hyflo-cel... The reactants are CCCCc1ncc(C(OC(C)=O)C(Cc2ccc3c(c2)OCO3)C(=O)OC)n1Cc1ccccc1Cl, Cc1ccccc1. Yields the product CCCCc1ncc(C=C(Cc2ccc3c(c2)OCO3)C(=O)OC)n1Cc1ccccc1Cl. Reaction SMILES: [C:1]([O:2][CH:5]([CH:6]([C:7](=[O:8])[O:9][CH3:10])[CH2:11][c:12]1[cH:13][c:14]2[c:15]([cH:16][cH:17]1)[O:18][CH2:19][O:20]2)[c:21]1[cH:22][n:23][c:24]([CH2:34][CH2:35][CH2:36][CH3:37])[n:25]1[CH2:26][c:27]1[c:28]([Cl:33])[cH:29][cH:30][cH:31][cH:32]1)(=[O:3])[CH3:4].[CH3:38][c:39]1[cH:40][cH:41][cH:42][cH:43][cH:44]1>>[CH:5](=[C:6]([C:7](=[O:8])[O:9][CH3:10])[CH2:11][c:12]1[cH:13][c:14]2[c:15]([cH:16][cH:17]1)[O:18][CH2:19][O:20]2)[c:21]1[cH:22][n:23][c:24]([CH2:34][CH2:35][CH2:36][CH3:37])[n:25]1[CH2:26][c:27]1[c:28]([Cl:33])[cH:29][cH:30][cH:31][cH:32]1.